Task: describe an organic reaction: reactants, conditions, products, and yield. Dataset: the Open Reaction Database (ORD), a public repository of structured organic reaction records Reactants: O (water), C(C)OC(=S)[S-].[K+] (potassium ethylxanthate), P(O)(O)=O.C(C)C(C)(C(C1=NN(C=N1)C(C1=CC=CC=C1)(C1=CC=CC=C1)C1=CC=CC=C1)Br)CC (diethyl 3-bromo-3(1-trityl-1,2,4-triazol-3-yl)propane phosphonate). The reagents and catalysts are C1COCCOCCOCCOCCOCCO1 (18-Crown-6). Solvent: O1CCCC1 (tetrahydrofuran). Run at time 2 day. The product is P(O)(O)=O.C(C)C(C)(C(C1=NN(C=N1)C(C1=CC=CC=C1)(C1=CC=CC=C1)C1=CC=CC=C1)SC(=S)OCC)CC (diethyl 3(ethoxythiocarbonylthio)-3(1-trityl-1,2,4-triazol-3-yl)propane phosphonate). Isolated yield 80.2%. As a reaction SMILES: [CH2:1]([O:3][C:4]([S-:6])=[S:5])[CH3:2].[K+].[PH:8](=[O:11])([OH:10])[OH:9].[CH2:12]([C:14]([CH2:42][CH3:43])([CH:16](Br)[C:17]1[N:21]=[CH:20][N:19]([C:22]([C:35]2[CH:40]=[CH:39][CH:38]=[CH:37][CH:36]=2)([C:29]2[CH:34]=[CH:33][CH:32]=[CH:31][CH:30]=2)[C:23]2[CH:28]=[CH:27][CH:26]=[CH:25][CH:24]=2)[N:18]=1)[CH3:15])[CH3:13].O>O1CCCC1.C1OCCOCCOCCOCCOCCOC1>[PH:8](=[O:9])([OH:11])[OH:10].[CH2:42]([C:14]([CH2:12][CH3:13])([CH:16]([S:5][C:4]([O:3][CH2:1][CH3:2])=[S:6])[C:17]1[N:21]=[CH:20][N:19]([C:22]([C:35]2[CH:36]=[CH:37][CH:38]=[CH:39][CH:40]=2)([C:29]2[CH:30]=[CH:31][CH:32]=[CH:33][CH:34]=2)[C:23]2[CH:28]=[CH:27][CH:26]=[CH:25][CH:24]=2)[N:18]=1)[CH3:15])[CH3:43] |f:0.1,2.3,7.8|. Procedure: A stirred solution of 18-Crown-6 (0.03 g) in dry tetrahydrofuran (25 ml) was treated successively with potassium ethylxanthate (0.44 g) and diethyl 3-bromo-3(1-trityl-1,2,4-triazol-3-yl)propane phosphonate (1.0 g, prepared as described in Example 29). The mixture was allowed to stand for two days, poured into water and extracted with ethyl acetate. The extracts were washed with brine, dried over magnesium sulphate, and evaporated under reduced pressure. The residue was chromatographed on silica,... Reactants: CN1C=CC2=C1N=CN=C2N2C=C(C=1C2=NC=CC1)C(=O)OC (methyl 1-(7-methyl-7H-pyrrolo[2,3-d]pyrimidin-4-yl)-1H-pyrrolo[2,3-b]pyridine-3-carboxylate), monohydrate, O1CCCC1 (tetrahydrofuran), [Li] (lithium). The solvent is O (water). Run at temperature 5 celsius. Yields the product CN1C=CC2=C1N=CN=C2N2C=C(C=1C2=NC=CC1)C(=O)O (1-(7-methyl-7H-pyrrolo[2,3-d]pyrimidin-4-yl)-1H-pyrrolo[2,3-b]pyridine-3-carboxylic acid). Isolated yield 85.7%. As a reaction SMILES: [CH3:1][N:2]1[C:6]2[N:7]=[CH:8][N:9]=[C:10]([N:11]3[C:15]4=[N:16][CH:17]=[CH:18][CH:19]=[C:14]4[C:13]([C:20]([O:22]C)=[O:21])=[CH:12]3)[C:5]=2[CH:4]=[CH:3]1.O1CCCC1.[Li]>O>[CH3:1][N:2]1[C:6]2[N:7]=[CH:8][N:9]=[C:10]([N:11]3[C:15]4=[N:16][CH:17]=[CH:18][CH:19]=[C:14]4[C:13]([C:20]([OH:22])=[O:21])=[CH:12]3)[C:5]=2[CH:4]=[CH:3]1 |^1:28|. Procedure: To 1.2 g (3.7 mmol) of methyl 1-(7-methyl-7H-pyrrolo[2,3-d]pyrimidin-4-yl)-1H-pyrrolo[2,3-b]pyridine-3-carboxylate were successively added 13.5 cm3 of tetrahydrofuran, 0.47 g (11.2 mmol) of lithium hydroxyde, monohydrate and 13.5 cm3 of distilled water. The reaction mixture was heated at reflux temperature for 4 hours and then concentrated to dryness in vacuo (2.7 kPa). The residue was dissolved into 72 cm3 of distilled water and the mixture was extracted with 35 cm3 of ethyl acetate. The aqueou... The reactants are CN(C)C=O, C[O-], N#Cc1ccc(Cl)nc1, [Na+], O. Product: COc1ccc(C#N)cn1. As a reaction SMILES: [CH3:14][N:15]([CH3:16])[CH:17]=[O:18].[CH3:1][O-:2].[Cl:4][c:5]1[n:6][cH:7][c:8]([C:9]#[N:10])[cH:11][cH:12]1.[Na+:3].[OH2:13]>>[CH3:1][O:2][c:5]1[n:6][cH:7][c:8]([C:9]#[N:10])[cH:11][cH:12]1. The reactants are OCC1=CC=2NC([C@H]3N(C2N=C1)CCC3)=O ((S)-3-(hydroxymethyl)-6a,7,8,9-tetrahydropyrido[3,2-e]pyrrolo[1,2-a]pyrazin-6(5H)-one), C(C)(C)N(C(C)C)CC (N,N-diisopropylethylamine), CNS(=O)(=O)C1=CC=C(C=C1)N1CCNCC1 (N-methyl-4-(piperazin-1-yl)benzenesulfonamide), [I-].C(#N)C[P+](C)(C)C ((cyanomethyl)trimethylphosphonium iodide). Solvent: C(CC)#N (propiononitrile). Run at temperature 105 celsius. The product is CNS(=O)(=O)C1=CC=C(C=C1)N1CCN(CC1)CC1=CC=2NC([C@H]3N(C2N=C1)CCC3)=O ((S)—N-methyl-4-(4-((6-oxo-5,6,6a,7,8,9-hexahydropyrido[3,2-e]pyrrolo[1,2-a]pyrazin-3-yl)methyl)piperazin-1-yl)benzenesulfonamide). The yield is 52.9%. As a reaction SMILES: O[CH2:2][C:3]1[CH:12]=[N:11][C:10]2[N:9]3[CH2:13][CH2:14][CH2:15][C@H:8]3[C:7](=[O:16])[NH:6][C:5]=2[CH:4]=1.[CH3:17][NH:18][S:19]([C:22]1[CH:27]=[CH:26][C:25]([N:28]2[CH2:33][CH2:32][NH:31][CH2:30][CH2:29]2)=[CH:24][CH:23]=1)(=[O:21])=[O:20].[I-].C(C[P+](C)(C)C)#N.C(N(CC)C(C)C)(C)C>C(#N)CC>[CH3:17][NH:18][S:19]([C:22]1[CH:23]=[CH:24][C:25]([N:28]2[CH2:33][CH2:32][N:31]([CH2:2][C:3]3[CH:12]=[N:11][C:10]4[N:9]5[CH2:13][CH2:14][CH2:15][C@H:8]5[C:7](=[O:16])[NH:6][C:5]=4[CH:4]=3)[CH2:30][CH2:29]2)=[CH:26][CH:27]=1)(=[O:20])=[O:21] |f:2.3|. Procedure details: (S)-3-(hydroxymethyl)-6a,7,8,9-tetrahydropyrido[3,2-e]pyrrolo[1,2-a]pyrazin-6(5H)-one (100 mg, 0.456 mmol), N-methyl-4-(piperazin-1-yl)benzenesulfonamide (116 mg, 0.456 mmol), (cyanomethyl)trimethylphosphonium iodide (166 mg, 0.684 mmol) and N,N-diisopropylethylamine (0.398 ml, 2.281 mmol) were suspended in propiononitrile (Volume: 1.370 ml) and heated in a closed vial at 90-120° C. for 4 h. The reaction mixture became a dark brown solution. It was cooled to room temperature, concentrated in vac... Starting materials: COC(=O)Cc1cccc(N)c1, CCOC(C)=O, CCN(C(C)C)C(C)C, Clc1ncnc(Cl)n1, CN(C)C=O, O. The product is COC(=O)Cc1cccc(Nc2ncnc(Cl)n2)c1. RXN SMILES: [CH3:1][O:2][C:3]([CH2:4][c:5]1[cH:6][c:7]([NH2:11])[cH:8][cH:9][cH:10]1)=[O:12].[CH3:35][CH2:36][O:37][C:38]([CH3:39])=[O:40].[CH:13]([N:14]([CH2:15][CH3:16])[CH:17]([CH3:18])[CH3:19])([CH3:20])[CH3:21].[Cl:22][c:23]1[n:24][cH:25][n:26][c:27]([Cl:29])[n:28]1.[O:30]=[CH:31][N:32]([CH3:33])[CH3:34].[OH2:41]>>[CH3:1][O:2][C:3]([CH2:4][c:5]1[cH:6][c:7]([NH:11][c:27]2[n:26][cH:25][n:24][c:23]([Cl:22])[n:28]2)[cH:8][cH:9][cH:10]1)=[O:12]. The reactants are CNS(=O)(=O)C (N-methyl-methanesulfonamide), C([O-])([O-])=O.[K+].[K+] (potassium carbonate), BrCC1=C(C#N)C=CC=C1 (2-bromomethyl-benzonitrile). The solvent is CC(=O)C (Acetone), ClCCl (dichloromethane). Reaction conditions: time 18 hour. Product: C(#N)C1=C(CN(S(=O)(=O)C)C)C=CC=C1 (N-(2-Cyano-benzyl)-N-methyl-methanesulfonamide), solid. The yield is 100.0%. Reaction SMILES: [CH3:1][NH:2][S:3]([CH3:6])(=[O:5])=[O:4].[C:7](=O)([O-])[O-].[K+].[K+].BrC[C:15]1[CH:22]=[CH:21][CH:20]=[CH:19][C:16]=1[C:17]#[N:18]>CC(C)=O.ClCCl>[C:17]([C:16]1[CH:19]=[CH:20][CH:21]=[CH:22][C:15]=1[CH2:1][N:2]([CH3:7])[S:3]([CH3:6])(=[O:5])=[O:4])#[N:18] |f:1.2.3|. Procedure: To a suspension of N-methyl-methanesulfonamide (0.61 g, 5.6 mmol) and potassium carbonate (1.0 g, 7.6 mmol) in Acetone (10 mL) was added 2-bromomethyl-benzonitrile (1.0 g, 5.1 mmol). The mixture was stirred at room temperature for 18 hours. The mixture was diluted with dichloromethane (30 mL), filtered through a plug of diatomaceous earth and evaporated to a yellow waxy solid (1.2 g). N-(2-Cyano-benzyl)-N-methyl-methanesulfonamide was isolated as yellow waxy solid (1.2 g, 100%). 1H NMR (400 MHz,... The reactants are O=C1C(NC(N1CC1CCNCC1)=CC(=O)C1=CC=C(C#N)C=C1)(CC1=CC=NC=C1)CC1=CC=NC=C1 (4-[(5-Oxo-1-piperidin-4-ylmethyl-4,4-bis-pyridin-4-ylmethyl-imidazolidin-2-ylidene)-acetyl]-benzonitrile), C1(=CC=CC=C1)N1N=NN=C1Cl (1-phenyl-1H-tetrazol-5-yl chloride), C(=O)([O-])[O-].[K+].[K+] (K2CO3). The solvent is CC#N (CH3CN). Product: O=C1C(NC(N1CC1CCN(CC1)C1=NN=NN1C1=CC=CC=C1)=CC(=O)C1=CC=C(C#N)C=C1)(CC1=CC=NC=C1)CC1=CC=NC=C1 (4-({5-Oxo-1-[1-(1-phenyl-1H-tetrazol-5-yl)-piperidin-4-ylmethyl]-4,4-bis-pyridin-4-ylmethyl-imidazolidin-2-ylidene}-acetyl)-benzonitrile). Yield: 4.0%. Reaction SMILES: [O:1]=[C:2]1[N:6]([CH2:7][CH:8]2[CH2:13][CH2:12][NH:11][CH2:10][CH2:9]2)[C:5](=[CH:14][C:15]([C:17]2[CH:24]=[CH:23][C:20]([C:21]#[N:22])=[CH:19][CH:18]=2)=[O:16])[NH:4][C:3]1([CH2:32][C:33]1[CH:38]=[CH:37][N:36]=[CH:35][CH:34]=1)[CH2:25][C:26]1[CH:31]=[CH:30][N:29]=[CH:28][CH:27]=1.[C:39]1([N:45]2[C:49](Cl)=[N:48][N:47]=[N:46]2)[CH:44]=[CH:43][CH:42]=[CH:41][CH:40]=1.C([O-])([O-])=O.[K+].[K+]>CC#N>[O:1]=[C:2]1[N:6]([CH2:7][CH:8]2[CH2:13][CH2:12][N:11]([C:49]3[N:45]([C:39]4[CH:44]=[CH:43][CH:42]=[CH:41][CH:40]=4)[N:46]=[N:47][N:48]=3)[CH2:10][CH2:9]2)[C:5](=[CH:14][C:15]([C:17]2[CH:18]=[CH:19][C:20]([C:21]#[N:22])=[CH:23][CH:24]=2)=[O:16])[NH:4][C:3]1([CH2:25][C:26]1[CH:31]=[CH:30][N:29]=[CH:28][CH:27]=1)[CH2:32][C:33]1[CH:38]=[CH:37][N:36]=[CH:35][CH:34]=1 |f:2.3.4|. Procedure details: To a solution of the title compound of 40B (100 mg, 0.20 mmol) and (1-phenyl-1H-tetrazol-5-yl chloride (50 mg, 0.30 mmol) in CH3CN (1 ml) was added K2CO3 (0.08 9, 0.06 mmol). The mixture was stirred overnight. After removal of CH3CN, the reaction mixture was partitioned between CH2Cl2 and H2O. After separation, the organic layer was washed with brine, dried over Na2SO4 and concentrated. The crude product was chromatographed on silica gel with MeOH—CHCl3—NH4OH (1:99:0.1) as eluents to afford the ... Starting materials: CCC(CO[Si](c1ccccc1)(c1ccccc1)C(C)(C)C)N1C(=O)C(C)(C=CC(=O)OC)CC(c2cccc(Cl)c2)C1c1ccc(Cl)cc1, C1CCOC1, C[S+](C)(C)=O, CS(C)=O, [H-], [I-], [Na+]. Product: CCC(CO[Si](c1ccccc1)(c1ccccc1)C(C)(C)C)N1C(=O)C(C)(C2CC2C(=O)OC)CC(c2cccc(Cl)c2)C1c1ccc(Cl)cc1. Reaction SMILES: [C:9]([CH3:10])([CH3:11])([CH3:12])[Si:13]([O:14][CH2:15][CH:16]([CH2:17][CH3:18])[N:19]1[C:20](=[O:46])[C:21]([CH3:39])([CH:40]=[CH:41][C:42](=[O:43])[O:44][CH3:45])[CH2:22][CH:23]([c:32]2[cH:33][c:34]([Cl:38])[cH:35][cH:36][cH:37]2)[CH:24]1[c:25]1[cH:26][cH:27][c:28]([Cl:31])[cH:29][cH:30]1)([c:47]1[cH:48][cH:49][cH:50][cH:51][cH:52]1)[c:53]1[cH:54][cH:55][cH:56][cH:57][cH:58]1.[CH2:59]1[O:60][CH2:61][CH2:62][CH2:63]1.[CH3:4][S+:5]([CH3:6])([CH3:7])=[O:8].[CH3:64][S:65]([CH3:66])=[O:67].[H-:1].[I-:3].[Na+:2]>>[CH2:4]1[CH:40]([C:21]2([CH3:39])[C:20](=[O:46])[N:19]([CH:16]([CH2:15][O:14][Si:13]([C:9]([CH3:10])([CH3:11])[CH3:12])([c:47]3[cH:48][cH:49][cH:50][cH:51][cH:52]3)[c:53]3[cH:54][cH:55][cH:56][cH:57][cH:58]3)[CH2:17][CH3:18])[CH:24]([c:25]3[cH:26][cH:27][c:28]([Cl:31])[cH:29][cH:30]3)[CH:23]([c:32]3[cH:33][c:34]([Cl:38])[cH:35][cH:36][cH:37]3)[CH2:22]2)[CH:41]1[C:42](=[O:43])[O:44][CH3:45]. Starting materials: C(C1=CC=CC=C1)N1CCC(CC1)CC(=O)OC (methyl 2-(1-benzylpiperidin-4-yl)acetate), [N+](=O)([O-])C1=C(C=O)C=CC=C1 (2-nitrobenzaldehyde), C(C)(C)NC(C)C (Diisopropylamine), C(CCC)[Li] (Butyllithium). Run in C1CCOC1 (THF), C1CCOC1 (THF), O1CCCC1 (tetrahydrofuran). Conditions: temperature -78 celsius, time 15 minute. Product: C(C1=CC=CC=C1)N1CCC(CC1)C(C(=O)OC)C(C1=C(C=CC=C1)[N+](=O)[O-])O (Methyl 2-(1-benzylpiperidin-4-yl)-3-hydroxy-3-(2-nitrophenyl)propanoate). The yield is 89.0%. As a reaction SMILES: C(NC(C)C)(C)C.C([Li])CCC.[CH2:13]([N:20]1[CH2:25][CH2:24][CH:23]([CH2:26][C:27]([O:29][CH3:30])=[O:28])[CH2:22][CH2:21]1)[C:14]1[CH:19]=[CH:18][CH:17]=[CH:16][CH:15]=1.[N+:31]([C:34]1[CH:41]=[CH:40][CH:39]=[CH:38][C:35]=1[CH:36]=[O:37])([O-:33])=[O:32]>O1CCCC1>[CH2:13]([N:20]1[CH2:25][CH2:24][CH:23]([CH:26]([CH:36]([OH:37])[C:35]2[CH:38]=[CH:39][CH:40]=[CH:41][C:34]=2[N+:31]([O-:33])=[O:32])[C:27]([O:29][CH3:30])=[O:28])[CH2:22][CH2:21]1)[C:14]1[CH:15]=[CH:16][CH:17]=[CH:18][CH:19]=1. Procedure: Diisopropylamine (3.50 mL, 24.9 mmol) was dissolved in tetrahydrofuran (30 mL). The mixture was cooled to −78° C. Butyllithium (2.5 M in pentane, 9.8 mL, 24.5 mmol) was added to the mixture dropwise, and the reaction stirred at −78° C. for 15 min. A solution of methyl 2-(1-benzylpiperidin-4-yl)acetate (5.50 g, 22.2 mmol) in THF (8 mL) was then added to the mixture dropwise over 20 minutes. The reaction was stirred at −78° C. for 45 minutes. A solution of 2-nitrobenzaldehyde (3.70 g, 24.5 mmol) i...